Dataset: the Open Reaction Database (ORD), a public repository of structured organic reaction records. Task: describe an organic reaction: reactants, conditions, products, and yield The reactants are C1(\C=C/C(=O)O1)=O (maleic anhydride), [OH-].[Na+] (NaOH), C(C(C)=C)S(=O)(=O)[O-].[Na+] (sodium methallylsulfonate), OO (hydrogen peroxide), S(=O)(=O)([O-])OOS(=O)(=O)[O-].[Na+].[Na+] (sodium persulfate), OO (hydrogen peroxide), [OH-].[Na+] (sodium hydroxide). The solvent is O (water). Conditions: time 2 hour. Product: C(\C=C/C(=O)O)(=O)O (maleic acid), C(C(C)=C)S(=O)(=O)O (methallylsulfonic acid). As a reaction SMILES: [C:1]1(=[O:7])[O:6][C:4](=[O:5])[CH:3]=[CH:2]1.[OH-].[Na+].[CH2:10]([S:14]([O-:17])(=[O:16])=[O:15])[C:11](=[CH2:13])[CH3:12].[Na+].OO.S(OOS([O-])(=O)=O)([O-])(=O)=O.[Na+].[Na+]>O>[C:1]([OH:6])(=[O:7])/[CH:2]=[CH:3]\[C:4]([OH:15])=[O:5].[CH2:10]([S:14]([OH:17])(=[O:16])=[O:15])[C:11](=[CH2:12])[CH3:13] |f:1.2,3.4,6.7.8|. Reported procedure: 196 g (2 mol) of maleic anhydride and 150 g of ion-exchanged water were placed in a four-necked flask fitted with the same devices as in Example 1. 117 g (1.4 mol) of 48% sodium hydroxide was added thereto under stirring to neutralize the same. 94.8 g (0.6 mol) of sodium methallylsulfonate was added thereto and the temperature was elevated to a reflux temperature. Thereafter, 68 g of a 60% hydrogen peroxide solution was added dropwise thereto over 2 h. After aging for 1 h, 47 g of 30% sodium per...